This data is from the Open Reaction Database (ORD), a public repository of structured organic reaction records. The task is: describe an organic reaction: reactants, conditions, products, and yield Reactants: CC(C)(C)OC(=O)N1CCN(C(=O)CBr)CC1, CCOC(C)=O, CCOc1cc(O)cc2c1C(=O)N(COC(=O)c1c(Cl)cccc1Cl)S2(=O)=O, [K+], [K+], O=C([O-])[O-], CN(C)C=O. Product: CCOc1cc(OCC(=O)N2CCN(C(=O)OC(C)(C)C)CC2)cc2c1C(=O)N(COC(=O)c1c(Cl)cccc1Cl)S2(=O)=O. RXN SMILES: [Br:40][CH2:41][C:42](=[O:43])[N:44]1[CH2:45][CH2:46][N:47]([C:50](=[O:51])[O:52][C:53]([CH3:54])([CH3:55])[CH3:56])[CH2:48][CH2:49]1.[CH3:57][CH2:58][O:59][C:60](=[O:61])[CH3:62].[Cl:1][c:2]1[c:3]([C:4](=[O:5])[O:6][CH2:7][N:8]2[S:9](=[O:10])(=[O:11])[c:12]3[cH:13][c:14]([OH:23])[cH:15][c:16]([O:20][CH2:21][CH3:22])[c:17]3[C:18]2=[O:19])[c:24]([Cl:28])[cH:25][cH:26][cH:27]1.[K+:29].[K+:30].[O-:31][C:32]([O-:33])=[O:34].[O:35]=[CH:36][N:37]([CH3:38])[CH3:39]>>[Cl:1][c:2]1[c:3]([C:4](=[O:5])[O:6][CH2:7][N:8]2[S:9](=[O:10])(=[O:11])[c:12]3[cH:13][c:14]([O:23][CH2:41][C:42](=[O:43])[N:44]4[CH2:45][CH2:46][N:47]([C:50](=[O:51])[O:52][C:53]([CH3:54])([CH3:55])[CH3:56])[CH2:48][CH2:49]4)[cH:15][c:16]([O:20][CH2:21][CH3:22])[c:17]3[C:18]2=[O:19])[c:24]([Cl:28])[cH:25][cH:26][cH:27]1. The reactants are C(=O)(OC)C1[C@H]2CC[C@@H](CC1C1=CC=C(C=C1)[Si](C)(C)C)N2C (2-Carbomethoxy-3-(4′-trimethylsilylphenyl)tropane), II (I2). The solvent is [B-](F)(F)(F)F.[Ag+] (AgBF4), CO (MeOH). Product: C(=O)(OC)C1[C@H]2CC[C@@H](CC1C1=CC=C(C=C1)I)N2C (2-Carbomethoxy-3-(4′-iodophenyl)tropane). RXN SMILES: [C:1]([CH:5]1[CH:11]([C:12]2[CH:17]=[CH:16][C:15]([Si](C)(C)C)=[CH:14][CH:13]=2)[CH2:10][C@H:9]2[N:22]([CH3:23])[C@@H:6]1[CH2:7][CH2:8]2)([O:3][CH3:4])=[O:2].[I:24]I>[B-](F)(F)(F)F.[Ag+].CO>[C:1]([CH:5]1[CH:11]([C:12]2[CH:17]=[CH:16][C:15]([I:24])=[CH:14][CH:13]=2)[CH2:10][C@H:9]2[N:22]([CH3:23])[C@@H:6]1[CH2:7][CH2:8]2)([O:3][CH3:4])=[O:2] |f:2.3|. Reported procedure: This compound was synthesized by the reaction of 2-Carbomethoxy-3-(4′-trimethylsilylphenyl)tropane with I2 in the presence of AgBF4 in MeOH as a solvent at 0 C. -rt (74%). Starting materials: ClC=1C=C2C(=NC1C1=CC=C(C=C1)C1=CC=C(C=C1)C(=O)N1C[C@@H](CC1)OCOCC[Si](C)(C)C)N=C(N2COCC[Si](C)(C)C)O[C@@H]2C[C@@H]1OC(OC[C@H]1OC2)C2=CC=CC=C2 ((4′-(6-chloro-2-(((4aR,7R,8aS)-2-phenylhexahydropyrano[3,2-d][1,3]dioxin-7-yl)oxy)-1-((2-(trimethylsilyl)ethoxy)methyl)-1H-imidazo[4,5-b]pyridin-5-yl)-[1,1′-biphenyl]-4-yl)((R)-3-((2-(trimethylsilyl)ethoxy)methoxy)pyrrolidin-1-yl)methanone), C(=O)O (formic acid), S(=O)(=O)(O)[O-].[K+] (potassium hydrogen sulfate), [OH-].[Na+] (NaOH). Reaction conditions: time 48 hour. Product: ClC=1C=C2C(=NC1C1=CC=C(C=C1)C1=CC=C(C=C1)C(=O)N1C[C@@H](CC1)O)N=C(N2)O[C@H]2CO[C@@H]([C@H](C2)O)CO ((4′-(6-chloro-2-(((3R,5 S,6R)-5-hydroxy-6-(hydroxymethyl)tetrahydro-2H-pyran-3-yl)oxy)-1H-imidazo[4,5-b]pyridin-5-yl)-[1,1′-biphenyl]-4-yl)((R)-3-hydroxypyrrolidin-1-yl)methanone). Reaction SMILES: [Cl:1][C:2]1[CH:3]=[C:4]2[N:38](COCC[Si](C)(C)C)[C:37]([O:47][C@H:48]3[CH2:57][O:56][C@H:55]4[C@@H:50]([O:51]C(C5C=CC=CC=5)[O:53][CH2:54]4)[CH2:49]3)=[N:36][C:5]2=[N:6][C:7]=1[C:8]1[CH:13]=[CH:12][C:11]([C:14]2[CH:19]=[CH:18][C:17]([C:20]([N:22]3[CH2:26][CH2:25][C@@H:24]([O:27]COCC[Si](C)(C)C)[CH2:23]3)=[O:21])=[CH:16][CH:15]=2)=[CH:10][CH:9]=1.C(O)=O.S([O-])(O)(=O)=O.[K+].[OH-].[Na+]>>[Cl:1][C:2]1[CH:3]=[C:4]2[NH:38][C:37]([O:47][C@@H:48]3[CH2:49][C@H:50]([OH:51])[C@@H:55]([CH2:54][OH:53])[O:56][CH2:57]3)=[N:36][C:5]2=[N:6][C:7]=1[C:8]1[CH:13]=[CH:12][C:11]([C:14]2[CH:15]=[CH:16][C:17]([C:20]([N:22]3[CH2:26][CH2:25][C@@H:24]([OH:27])[CH2:23]3)=[O:21])=[CH:18][CH:19]=2)=[CH:10][CH:9]=1 |f:2.3,4.5|. Reported procedure: To a solution of (4′-(6-chloro-2-(((4aR,7R,8aS)-2-phenylhexahydropyrano[3,2-d][1,3]dioxin-7-yl)oxy)-1-((2-(trimethylsilyl)ethoxy)methyl)-1H-imidazo[4,5-b]pyridin-5-yl)-[1,1′-biphenyl]-4-yl)((R)-3-((2-(trimethylsilyl)ethoxy)methoxy)pyrrolidin-1-yl)methanone (181 mg, 0.198 mmol) in formic acid (1 ml, 26.1 mmol) at 0° C., was added saturated potassium hydrogen sulfate (0.2 ml, 0.198 mmol). The resulting mixture was stirred at room temperature for 48 h. The reaction mixture was then cooled down to 0... Starting materials: O=C([O-])[O-], COC(=O)CCl, CCOC(C)=O, [K+], [K+], Nc1ncc(-c2cccc(O)c2)cc1-c1nc2ccccc2s1, CN(C)C=O. Product: COC(=O)COc1cccc(-c2cnc(N)c(-c3nc4ccccc4s3)c2)c1. As a reaction SMILES: [C:24](=[O:25])([O-:26])[O-:27].[CH3:30][O:31][C:32]([CH2:33][Cl:34])=[O:35].[CH3:36][CH2:37][O:38][C:39]([CH3:40])=[O:41].[K+:28].[K+:29].[NH2:1][c:2]1[c:3](-[c:15]2[s:16][c:17]3[c:18]([n:19]2)[cH:20][cH:21][cH:22][cH:23]3)[cH:4][c:5](-[c:8]2[cH:9][c:10]([OH:14])[cH:11][cH:12][cH:13]2)[cH:6][n:7]1.[O:42]=[CH:43][N:44]([CH3:45])[CH3:46]>>[NH2:1][c:2]1[c:3](-[c:15]2[s:16][c:17]3[c:18]([n:19]2)[cH:20][cH:21][cH:22][cH:23]3)[cH:4][c:5](-[c:8]2[cH:9][c:10]([O:14][CH2:33][C:32]([O:31][CH3:30])=[O:35])[cH:11][cH:12][cH:13]2)[cH:6][n:7]1.